From a dataset of the Open Reaction Database (ORD), a public repository of structured organic reaction records. describe an organic reaction: reactants, conditions, products, and yield Starting materials: COC1=CC(=C(C(=C1)C)S(=O)(=O)N(C)CC1=NN=C(S1)C(=O)OC)C (methyl 5-({[(4-methoxy-2,6-dimethylphenyl)sulfonyl](methyl)amino}methyl)-1,3,4-thiadiazole-2-carboxylate), N1(CCCC1)CCN1CCNCC1 (1-(2-pyrrolidin-1-yl-ethyl)-piperazine), C[Al](C)C (trimethylaluminium). The solvent is C1CCOC1 (THF). The product is COC1=CC(=C(C(=C1)C)S(=O)(=O)N(CC=1SC(=NN1)C(=O)N1CCN(CC1)CCN1CCCC1)C)C (4-Methoxy-N,2,6-trimethyl-N-[(5-{[4-(2-pyrrolidin-1-ylethyl)piperazin-1-yl]carbonyl}-1,3,4-thiadiazol-2-yl)methyl]benzenesulfonamide). RXN SMILES: [CH3:1][O:2][C:3]1[CH:8]=[C:7]([CH3:9])[C:6]([S:10]([N:13]([CH2:15][C:16]2[S:20][C:19]([C:21]([O:23]C)=O)=[N:18][N:17]=2)[CH3:14])(=[O:12])=[O:11])=[C:5]([CH3:25])[CH:4]=1.[N:26]1([CH2:31][CH2:32][N:33]2[CH2:38][CH2:37][NH:36][CH2:35][CH2:34]2)[CH2:30][CH2:29][CH2:28][CH2:27]1.C[Al](C)C>C1COCC1>[CH3:1][O:2][C:3]1[CH:8]=[C:7]([CH3:9])[C:6]([S:10]([N:13]([CH3:14])[CH2:15][C:16]2[S:20][C:19]([C:21]([N:36]3[CH2:35][CH2:34][N:33]([CH2:32][CH2:31][N:26]4[CH2:27][CH2:28][CH2:29][CH2:30]4)[CH2:38][CH2:37]3)=[O:23])=[N:18][N:17]=2)(=[O:11])=[O:12])=[C:5]([CH3:25])[CH:4]=1. Procedure details: The title compound was prepared according to general procedure BK using methyl 5-({[(4-methoxy-2,6-dimethylphenyl)sulfonyl](methyl)amino}methyl)-1,3,4-thiadiazole-2-carboxylate (125 mg, 0.32 mmol), 1-(2-pyrrolidin-1-yl-ethyl)-piperazine (71 mg, 0.39 mmol), trimethylaluminium (2 M in toluene, 0.35 mL) and THF (10 mL). The solvent is O (water). Product: CC1(OC2=C(C1)C=CC=C2COC2=CC=C(C=C2)NC(=O)N(C)C)C (1-[4-(2,3-dihydro-2,2-dimethyl-7-benzofuranylmethyloxy)phenyl]-3,3-dimethylurea). Reaction conditions: temperature 80 celsius, time 4 hour. Procedure: 3.0 g of 2,3-dihydro-2,2-dimethyl-7-benzofuranylmethyl chloride and 3.0 g of 1-(4-hydroxyphenyl)-3,3-dimethylurea were dissolved into 20 ml of dried N,N-dimethylformamide, and 2.5 g of anhydrous potassium carbonate was added thereto. After the mixture was stirred at 80° C. for 4 hours, the reaction mixture was poured into water and extracted with ethyl acetate. After the organic layer was washed with water, it was dried over anhydrous magnesium sulfate and ethyl acetate was distilled off. The re... The reactants are CC1(OC2=C(C1)C=CC=C2CCl)C (2,3-dihydro-2,2-dimethyl-7-benzofuranylmethyl chloride), OC1=CC=C(C=C1)NC(=O)N(C)C (1-(4-hydroxyphenyl)-3,3-dimethylurea), CN(C=O)C (N,N-dimethylformamide), C([O-])([O-])=O.[K+].[K+] (potassium carbonate). Isolated yield 77.0%. Reaction SMILES: [CH3:1][C:2]1([CH3:13])[CH2:6][C:5]2[CH:7]=[CH:8][CH:9]=[C:10]([CH2:11]Cl)[C:4]=2[O:3]1.[OH:14][C:15]1[CH:20]=[CH:19][C:18]([NH:21][C:22]([N:24]([CH3:26])[CH3:25])=[O:23])=[CH:17][CH:16]=1.CN(C)C=O.C(=O)([O-])[O-].[K+].[K+]>O>[CH3:1][C:2]1([CH3:13])[CH2:6][C:5]2[CH:7]=[CH:8][CH:9]=[C:10]([CH2:11][O:14][C:15]3[CH:16]=[CH:17][C:18]([NH:21][C:22]([N:24]([CH3:26])[CH3:25])=[O:23])=[CH:19][CH:20]=3)[C:4]=2[O:3]1 |f:3.4.5|. Reactants: C[C@@H]1CN(CCN1)C(=O)OC(C)(C)C (1,1-dimethylethyl (3R)-3-methyl-1-piperazinecarboxylate), C=O (formaldehyde), sodium triacetoxy. The solvent is C(Cl)Cl (DCM). The product is C[C@@H]1CN(CCN1C)C(=O)OC(C)(C)C (1,1-dimethylethyl (3R)-3,4-dimethyl-1-piperazinecarboxylate). Isolated yield 91.0%. Reaction SMILES: [CH3:1][C@H:2]1[NH:7][CH2:6][CH2:5][N:4]([C:8]([O:10][C:11]([CH3:14])([CH3:13])[CH3:12])=[O:9])[CH2:3]1.[CH2:15]=O>C(Cl)Cl>[CH3:1][C@H:2]1[N:7]([CH3:15])[CH2:6][CH2:5][N:4]([C:8]([O:10][C:11]([CH3:13])([CH3:12])[CH3:14])=[O:9])[CH2:3]1. Procedure details: Commercially available 1,1-dimethylethyl (3R)-3-methyl-1-piperazinecarboxylate (2.78 g, 13.88 mmol), formaldehyde (37% in water) (1.94 mL), sodium triacetoxy borohoydride (5.03 g, 23.73 mmol) and DCM (200 mL) were stirred overnight. The solvent was removed, and 1N NaOH was added to the residue. The mixture was extracted with dichloromethane, and the organics were dried (Na2SO4) and concentrated in vacuo to provide 1,1-dimethylethyl (3R)-3,4-dimethyl-1-piperazinecarboxylate as a clear oil (2.70 g... The reactants are CC(C)O (2-Propanol), C(#N)C=1C(=CC(=NC1)NC(=O)N1CCCC2=CC=C(N=C12)C(OC)OC)F (N-(5-cyano-4-fluoropyridin-2-yl)-7-(dimethoxymethyl)-3,4-dihydro-1,8-naphthyridine-1(2H)-carboxamide), C(#N)C=1C(=CC(=NC1)NC(=O)N1CCCC2=CC=C(N=C12)C(OC)OC)F (N-(5-cyano-4-fluoropyridin-2-yl)-7-(dimethoxymethyl)-3,4-dihydro-1,8-naphthyridine-1(2H)-carboxamide), [H-].[Na+] (NaH). Run in CCOC(=O)C (EtOAc), CC(=O)N(C)C (DMA), CC(=O)N(C)C (DMA). Conditions: time 30 minute. The product is C(#N)C=1C(=CC(=NC1)NC(=O)N1CCCC2=CC=C(N=C12)C(OC)OC)OC(C)C (N-(5-cyano-4-isopropoxypyridin-2-yl)-7-(dimethoxymethyl)-3,4-dihydro-1,8-naphthyridine-1(2H)-carboxamide). As a reaction SMILES: [CH3:1][CH:2]([OH:4])[CH3:3].[H-].[Na+].[C:7]([C:9]1[C:10](F)=[CH:11][C:12]([NH:15][C:16]([N:18]2[C:27]3[C:22](=[CH:23][CH:24]=[C:25]([CH:28]([O:31][CH3:32])[O:29][CH3:30])[N:26]=3)[CH2:21][CH2:20][CH2:19]2)=[O:17])=[N:13][CH:14]=1)#[N:8]>CC(N(C)C)=O.CCOC(C)=O>[C:7]([C:9]1[C:10]([O:4][CH:2]([CH3:3])[CH3:1])=[CH:11][C:12]([NH:15][C:16]([N:18]2[C:27]3[C:22](=[CH:23][CH:24]=[C:25]([CH:28]([O:31][CH3:32])[O:29][CH3:30])[N:26]=3)[CH2:21][CH2:20][CH2:19]2)=[O:17])=[N:13][CH:14]=1)#[N:8] |f:1.2|. Reported procedure: 2-Propanol (16.2 mg, 0.269 mmol) was diluted in DMA (1 ml) under argon and treated with NaH (60% dispersion in mineral oil, 10.77 mg, 0.269 mmol). The reaction mixture was stirred for 30 min at room temperature. This mixture was added to a solution of N-(5-cyano-4-fluoropyridin-2-yl)-7-(dimethoxymethyl)-3,4-dihydro-1,8-naphthyridine-1(2H)-carboxamide (intermediate 33, 25 mg, 0.054 mmol) in DMA (1 ml). The reaction mixture was then stirred at room temperature for 1 h and the at 110° C. for 4 h. T... The reactants are C(C)(C)N=C=NC(C)C (N,N′-diisopropylcarbodiimide), CC1=NOC2(C1)CCC(CC2)C(=O)O (3-methyl-1-oxa-2-azaspiro[4.5]dec-2-ene-8-carboxylic acid), O.ON1N=NC2=C1C=CC=C2 (1-hydroxybenzotriazole hydrate), C(C)(C)(C)NC1=CC=CC=C1 (tert-butylaniline). Run in C(Cl)Cl (DCM). Reaction conditions: time 8 hour. Product: C(C)(C)(C)C1=CC=C(C=C1)NC(=O)C1CCC2(CC(=NO2)C)CC1 (N-(4-tert-butylphenyl)-3-methyl-1-oxa-2-azaspiro[4.5]dec-2-ene-8-carboxamide). RXN SMILES: C(N=C=NC(C)C)(C)C.[CH3:10][C:11]1[CH2:15][C:14]2([CH2:20][CH2:19][CH:18]([C:21]([OH:23])=O)[CH2:17][CH2:16]2)[O:13][N:12]=1.O.O[N:26]1[C:30]2[CH:31]=[CH:32][CH:33]=[CH:34][C:29]=2N=N1.[C:35](NC1C=CC=CC=1)([CH3:38])([CH3:37])[CH3:36]>C(Cl)Cl>[C:35]([C:33]1[CH:32]=[CH:31][C:30]([NH:26][C:21]([CH:18]2[CH2:17][CH2:16][C:14]3([O:13][N:12]=[C:11]([CH3:10])[CH2:15]3)[CH2:20][CH2:19]2)=[O:23])=[CH:29][CH:34]=1)([CH3:38])([CH3:37])[CH3:36] |f:2.3|. Procedure details: N,N′-diisopropylcarbodiimide (96 mg, 0.76 mmol) was added to a solution of 3-methyl-1-oxa-2-azaspiro[4.5]dec-2-ene-8-carboxylic acid (150 mg, 0.76 mmol) in DCM (40 ml). The reaction mixture was mixed after 30 minutes with 1-hydroxybenzotriazole hydrate (HOBt, 101 mg, 0.76 mmol) and tert-butylaniline (113 mg, 0.76 mmol), stirred overnight and the solvent removed under vacuum. The residue was taken up in EtOAc. The organic phase was washed successively with diluted aq. citric acid solution and sat... The reactants are [O-]S(=O)(=O)[O-].[Na+].[Na+] (Na2SO4), SC1=C(C=CC=C1)S (1,2-dimercaptobenzene), C(C1=CC=CC=C1)(=O)N1CCC(CC1)=O (N-benzoyl-4-piperidone), Cl (HCl). Solvent: C(Cl)Cl (CH2Cl2), C(Cl)Cl (CH2Cl2). Conditions: time 15 hour. Yields the product C(C1=CC=CC=C1)(=O)N1CCC2(CC1)SC1=C(S2)C=CC=C1 (1'-benzoyl-spiro[1,3-benzodithiole-2,4'-piperidine]). Reaction SMILES: [SH:1][C:2]1[CH:7]=[CH:6][CH:5]=[CH:4][C:3]=1[SH:8].[C:9]([N:17]1[CH2:22][CH2:21][C:20](=O)[CH2:19][CH2:18]1)(=[O:16])[C:10]1[CH:15]=[CH:14][CH:13]=[CH:12][CH:11]=1.Cl.[O-]S([O-])(=O)=O.[Na+].[Na+]>C(Cl)Cl>[C:9]([N:17]1[CH2:22][CH2:21][C:20]2([S:8][C:3]3[CH:4]=[CH:5][CH:6]=[CH:7][C:2]=3[S:1]2)[CH2:19][CH2:18]1)(=[O:16])[C:10]1[CH:15]=[CH:14][CH:13]=[CH:12][CH:11]=1 |f:3.4.5|. Procedure details: 500 mgs (3.52 mmol) of 1,2-dimercaptobenzene and 610 mgs (3.00 mmol) of N-benzoyl-4-piperidone were stirred in CH2Cl2 while anhydrous HCl gas was introduced Na2SO4 (2 grams) was added and the mixture stirred 15 hours. The mixture was diluted with CH2Cl2 filtered and washed with H2O, and 10% NaOH. The organics were dried (Na2SO4) and concentrated to a solid (yield 740 mgs). Reactants: C1CCC2NC3CC=CC(C3=C21)=O (Hexahydro-4H-Cyclopent[b]Indol-8(8H)-One), Cl.CNC (dimethylamine hydrochloride), C=O (paraformaldehyde), C(C)O (ethanol), ketone. Solvent: C(C)(=O)O (acetic acid), O (H2O), CO (CH3OH), C(Cl)(Cl)Cl (CHCl3), 2B. Reaction conditions: time 20 hour. The product is CN(C)CC1C(C=2C3=C(NC2CC1)CCC3)=O (1,2,3,5,6,7-Hexahydro-7-[(Dimethylamino)Methyl]-4H-Cyclopent[b]Indol-8(8H)-One). Yield: 36.0%. As a reaction SMILES: [CH2:1]1[C:12]2[CH:4]([NH:5][CH:6]3[C:11]=2[C:10](=[O:13])[CH:9]=[CH:8][CH2:7]3)[CH2:3][CH2:2]1.Cl.[CH3:15][NH:16][CH3:17].C=O.[CH2:20](O)C>C(O)(=O)C.O.CO.C(Cl)(Cl)Cl>[CH3:15][N:16]([CH2:20][CH:9]1[CH2:8][CH2:7][C:6]2[NH:5][C:4]3[CH2:3][CH2:2][CH2:1][C:12]=3[C:11]=2[C:10]1=[O:13])[CH3:17] |f:1.2|. Procedure details: A solution of 14.0 g (0.08 mole) of cyclopent[b]indolone of Example 8, 9.96 g (0.12 mole) of dimethylamine hydrochloride and 7.2 g (0.24 mole) of paraformaldehyde in 280 mL of 2B ethanol was heated to reflux and stirred mechanically for 20 hours. The solvent was removed on a rotary evaporator at 35° C. The residue showed unreacted cyclopent[b]indolone of Example 8, the desired title compound and a third component, identified as an ethoxymethyl substituted compound by thin layer chromatography. T...